This data is from the Open Reaction Database (ORD), a public repository of structured organic reaction records. The task is: describe an organic reaction: reactants, conditions, products, and yield The reactants are C(CCC)C=1N(C(N(N1)C1=CC(=CC=C1)[N+](=O)[O-])=O)CC1=CC=C(C=C1)C1=C(C=CC=C1)S(N)(=O)=O (5-n-Butyl-2,4-dihydro-2-(3-nitrophenyl)-4-[(2'-sulfamoylbiphenyl-4-yl)methyl]-3H-1,2,4-triazol-3-one), ClC1=C(C(=O)O)C=CC=C1 (2-chlorobenzoic acid), C1=CN(C=N1)C(=O)N2C=CN=C2 (CDI), C1CCC2=NCCCN2CC1 (DBU). Product: C(CCC)C=1N(C(N(N1)C1=CC(=CC=C1)[N+](=O)[O-])=O)CC1=CC=C(C=C1)C1=C(C=CC=C1)S(NC(C1=C(C=CC=C1)Cl)=O)(=O)=O (5-n-Butyl-4-[[2'-[N-(2-chlorobenzoyl)sulfamoyl]biphenyl-4-yl]methyl]-2,4-dihydro-2-(3-nitrophenyl)-3H-1,2,4-triazol-3-one), desired material. Yield: 95.0%. Reaction SMILES: [CH2:1]([C:5]1[N:6]([CH2:20][C:21]2[CH:26]=[CH:25][C:24]([C:27]3[CH:32]=[CH:31][CH:30]=[CH:29][C:28]=3[S:33](=[O:36])(=[O:35])[NH2:34])=[CH:23][CH:22]=2)[C:7](=[O:19])[N:8]([C:10]2[CH:15]=[CH:14][CH:13]=[C:12]([N+:16]([O-:18])=[O:17])[CH:11]=2)[N:9]=1)[CH2:2][CH2:3][CH3:4].[Cl:37][C:38]1[CH:46]=[CH:45][CH:44]=[CH:43][C:39]=1[C:40](O)=[O:41].C1N=CN(C(N2C=NC=C2)=O)C=1.C1CCN2C(=NCCC2)CC1>>[CH2:1]([C:5]1[N:6]([CH2:20][C:21]2[CH:26]=[CH:25][C:24]([C:27]3[CH:32]=[CH:31][CH:30]=[CH:29][C:28]=3[S:33](=[O:35])(=[O:36])[NH:34][C:40](=[O:41])[C:39]3[CH:43]=[CH:44][CH:45]=[CH:46][C:38]=3[Cl:37])=[CH:23][CH:22]=2)[C:7](=[O:19])[N:8]([C:10]2[CH:15]=[CH:14][CH:13]=[C:12]([N+:16]([O-:18])=[O:17])[CH:11]=2)[N:9]=1)[CH2:2][CH2:3][CH3:4]. Procedure details: The title compound was prepared from 5-n-butyl-2,4-dihydro-2-(3-nitrophenyl)-4-[(2'-sulfamoylbiphenyl-4-yl)methyl]-3H-1,2,4-triazol-3-one (from Step C) and 2-chlorobenzoic acid (2.5 equivalents), CDI (2.5 equiv), and DBU (2.5 equiv) according to the procedure of Example 51 to give a 95% yield of the desired material as a cream-colored solid after flash chromatography, mp 92°-95° C., homogeneous by TLC in 95:5 CH2Cl2 --MeOH; mass spectrum (FAB) m/e 645 (M+1)+. The reactants are ClC=1C(=NC=C(C1)Br)Br (3-chloro-2,5-dibromopyridine), C(CCCCCCC)OC1=CC=C(C=C1)B(O)O (4-octyloxybenzeneboronic acid), C([O-])([O-])=O.[Na+].[Na+] (sodium carbonate), C(C)O (ethanol). Reagents/catalysts: C=1C=CC(=CC1)[P](C=2C=CC=CC2)(C=3C=CC=CC3)[Pd]([P](C=4C=CC=CC4)(C=5C=CC=CC5)C=6C=CC=CC6)([P](C=7C=CC=CC7)(C=8C=CC=CC8)C=9C=CC=CC9)[P](C=1C=CC=CC1)(C=1C=CC=CC1)C=1C=CC=CC1 (tetrakis(triphenylphosphine)palladium(0)). The solvent is C1(=CC=CC=C1)C (toluene), O (water). The product is BrC=1C=C(C(=NC1)C1=CC=C(C=C1)OCCCCCCCC)Cl (5-bromo-3-chloro-2-(4-octyloxyphenyl)pyridine). The yield is 67.6%. As a reaction SMILES: [Cl:1][C:2]1[C:3](Br)=[N:4][CH:5]=[C:6]([Br:8])[CH:7]=1.[CH2:10]([O:18][C:19]1[CH:24]=[CH:23][C:22](B(O)O)=[CH:21][CH:20]=1)[CH2:11][CH2:12][CH2:13][CH2:14][CH2:15][CH2:16][CH3:17].C(=O)([O-])[O-].[Na+].[Na+].C(O)C>C1(C)C=CC=CC=1.C1C=CC([P]([Pd]([P](C2C=CC=CC=2)(C2C=CC=CC=2)C2C=CC=CC=2)([P](C2C=CC=CC=2)(C2C=CC=CC=2)C2C=CC=CC=2)[P](C2C=CC=CC=2)(C2C=CC=CC=2)C2C=CC=CC=2)(C2C=CC=CC=2)C2C=CC=CC=2)=CC=1.O>[Br:8][C:6]1[CH:7]=[C:2]([Cl:1])[C:3]([C:22]2[CH:23]=[CH:24][C:19]([O:18][CH2:10][CH2:11][CH2:12][CH2:13][CH2:14][CH2:15][CH2:16][CH3:17])=[CH:20][CH:21]=2)=[N:4][CH:5]=1 |f:2.3.4,^1:47,49,68,87|. Procedure: 10.0 g (37.0 mmol) of 3-chloro-2,5-dibromopyridine, 11.11 g (44.4 mmol) of 4-octyloxybenzeneboronic acid, 7.85 g (74.0 mmol) of sodium carbonate and 0.46 g (0.4 mmol) of tetrakis(triphenylphosphine)palladium(0) are heated at 80° C. for 18 hours in 125 ml of toluene, 60 ml of ethanol and 60 ml of water. The mixture is subsequently partitioned between aqueous sodium chloride solution and ether, the organic phase is washed with aqueous sodium chloride solution, dried over sodium sulfate and evapora... Reactants: ClC1=CC(=CC(=N1)N[C@@H](C)C1=CC=C(C=C1)F)C=1C=NN(C1)C ((S)-6-chloro-N-[1-(4-fluorophenyl)ethyl]-4-(1-methyl-1H-pyrazol-4-yl)pyridine-2-amine), NC1=NC=CN=C1 (2-aminopyrazine), CC(C)([O-])C.[Na+] (sodium t-butoxide), C1(=CC=CC=C1)C (toluene). The reagents and catalysts are C=1C=CC(=CC1)/C=C/C(=O)/C=C/C2=CC=CC=C2.C=1C=CC(=CC1)/C=C/C(=O)/C=C/C2=CC=CC=C2.C=1C=CC(=CC1)/C=C/C(=O)/C=C/C2=CC=CC=C2.[Pd].[Pd] (tris(dibenzylideneacetone)dipalladium), C1(CCCCC1)P(C1=C(C=CC=C1)C1=C(C=C(C=C1C(C)C)C(C)C)C(C)C)C1CCCCC1 (2-dicyclohexylphosphino-2′,4′,6′-triisopropylbiphenyl). Run in C(C)(=O)OCC (ethyl acetate). Conditions: temperature 100 celsius, time 1 hour. Product: FC1=CC=C(C=C1)[C@H](C)NC1=NC(=CC(=C1)C=1C=NN(C1)C)NC1=NC=CN=C1 ((S)—N2-[1-(4-fluorophenyl)ethyl]-4-(1-methyl-1H-pyrazol-4-yl)-N6-(pyrazin-2-yl)pyridine-2,6-diamine). Isolated yield 79.9%. Reaction SMILES: Cl[C:2]1[N:7]=[C:6]([NH:8][C@H:9]([C:11]2[CH:16]=[CH:15][C:14]([F:17])=[CH:13][CH:12]=2)[CH3:10])[CH:5]=[C:4]([C:18]2[CH:19]=[N:20][N:21]([CH3:23])[CH:22]=2)[CH:3]=1.[NH2:24][C:25]1[CH:30]=[N:29][CH:28]=[CH:27][N:26]=1.CC(C)([O-])C.[Na+].C1(C)C=CC=CC=1>C(OCC)(=O)C.C1C=CC(/C=C/C(/C=C/C2C=CC=CC=2)=O)=CC=1.C1C=CC(/C=C/C(/C=C/C2C=CC=CC=2)=O)=CC=1.C1C=CC(/C=C/C(/C=C/C2C=CC=CC=2)=O)=CC=1.[Pd].[Pd].C1(P(C2CCCCC2)C2C=CC=CC=2C2C(C(C)C)=CC(C(C)C)=CC=2C(C)C)CCCCC1>[F:17][C:14]1[CH:15]=[CH:16][C:11]([C@@H:9]([NH:8][C:6]2[CH:5]=[C:4]([C:18]3[CH:19]=[N:20][N:21]([CH3:23])[CH:22]=3)[CH:3]=[C:2]([NH:24][C:25]3[CH:30]=[N:29][CH:28]=[CH:27][N:26]=3)[N:7]=2)[CH3:10])=[CH:12][CH:13]=1 |f:2.3,6.7.8.9.10|. Procedure details: 1.34 g of (S)-6-chloro-N-[1-(4-fluorophenyl)ethyl]-4-(1-methyl-1H-pyrazol-4-yl)pyridine-2-amine synthesized by the same method as in Steps 1 and 2 of Example 4, 423 mg of 2-aminopyrazine, 154 mg of 2-dicyclohexylphosphino-2′,4′,6′-triisopropylbiphenyl, 544 mg of sodium t-butoxide and 74 mg of tris(dibenzylideneacetone)dipalladium were added in turn to 13 ml of degassed toluene, and the mixture was stirred at 100° C. for 1 hour under argon atmosphere. The reaction solution was diluted with ethyl ... Starting materials: B, CC(C)(C)OC(=O)Nc1cccc(C(=O)O)c1, C1CCOC1. Product: CC(C)(C)OC(=O)Nc1cccc(CO)c1. RXN SMILES: [BH3:18].[C:1]([CH3:2])([CH3:3])([CH3:4])[O:5][C:6](=[O:7])[NH:8][c:9]1[cH:10][c:11]([C:12](=[O:13])[OH:14])[cH:15][cH:16][cH:17]1.[CH2:19]1[O:20][CH2:21][CH2:22][CH2:23]1>>[C:1]([CH3:2])([CH3:3])([CH3:4])[O:5][C:6](=[O:7])[NH:8][c:9]1[cH:10][c:11]([CH2:12][OH:13])[cH:15][cH:16][cH:17]1. Starting materials: C(C)(=O)SCC(C(=O)O)C(C)C1=CC=C(C=C1)F (2-acetylthiomethyl-3-(4-fluorophenyl)butanoic acid), benzyl esters, N[C@@H](C)C(=O)O (alanine). Yields the product C(C1=CC=CC=C1)OC([C@@H](NC(C(C(C)C1=CC=C(C=C1)F)CSC(C)=O)=O)C)=O (N-[2-Acetylthiomethyl-3-(4-fluorophenyl)-1-oxobutyl]alanine Benzyl Ester). The yield is 73.0%. Reaction SMILES: [C:1]([S:4][CH2:5][CH:6]([CH:10]([C:12]1[CH:17]=[CH:16][C:15]([F:18])=[CH:14][CH:13]=1)[CH3:11])[C:7]([OH:9])=O)(=[O:3])[CH3:2].[NH2:19][C@H:20]([C:22]([OH:24])=[O:23])[CH3:21]>>[CH2:10]([O:23][C:22](=[O:24])[C@H:20]([CH3:21])[NH:19][C:7](=[O:9])[CH:6]([CH2:5][S:4][C:1](=[O:3])[CH3:2])[CH:10]([C:12]1[CH:17]=[CH:16][C:15]([F:18])=[CH:14][CH:13]=1)[CH3:11])[C:12]1[CH:17]=[CH:16][CH:15]=[CH:14][CH:13]=1. Procedure details: Working as in Example 60, but starting with 2-acetylthiomethyl-3-(4-fluorophenyl)butanoic acid and benzyl esters of alanine, the title compound is obtained in a yield of 73% as an oil having the characteristics: The reactants are Cl (HCl), [C-]#N.[Na+] (Sodium cyanide), BrCCCCN(C(C(F)(F)F)=O)C1=CC=C(C=C1)O (N-(4-bromobutyl)-N-(4-hydroxyphenyl)trifluoroacetamide), ice, O (water). The solvent is CS(=O)C (DMSO), CS(=O)C (DMSO). Reaction conditions: temperature 64 celsius, time 2 hour. Product: C(#N)CCCCN(C(C(F)(F)F)=O)C1=CC=C(C=C1)O (N-(4-cyanobutyl)-N-(4-hydroxyphenyl)trifluoroacetamide). Isolated yield 46.0%. As a reaction SMILES: [C-:1]#[N:2].[Na+].Br[CH2:5][CH2:6][CH2:7][CH2:8][N:9]([C:16]1[CH:21]=[CH:20][C:19]([OH:22])=[CH:18][CH:17]=1)[C:10](=[O:15])[C:11]([F:14])([F:13])[F:12].O.Cl>CS(C)=O>[C:1]([CH2:5][CH2:6][CH2:7][CH2:8][N:9]([C:16]1[CH:21]=[CH:20][C:19]([OH:22])=[CH:18][CH:17]=1)[C:10](=[O:15])[C:11]([F:14])([F:13])[F:12])#[N:2] |f:0.1|. Procedure details: Sodium cyanide (17.2 g, 0.35 mol) was stirred mechanically in 325 mL DMSO under nitrogen and heated to 64° C. The 29.7 g of N-(4-bromobutyl)-N-(4-hydroxyphenyl)trifluoroacetamide in 125 mL of DMSO was dripped in over 13/4 hours. The reaction was stirred for two hours at 65°-72° C., cooled to -15° C., and poured into 3 L of ice and water. The cold mixture was immediately acidified with about 350 mL of 1N HCl and extracted three times with a total of 1.2 L of ethyl acetate. The ethyl acetate extra... The reactants are BrCCCC=C (5-bromopentene), [Mg] (magnesium), C1=C(C=CC=2C3=CC=CC=C3CC12)C=O (2-Fluorenecarboxaldehyde). Solvent: C(C)OCC (diethyl ether), COCCOCCOC (diglyme), C(Cl)Cl (DCM). Run at time 30 minute. Yields the product C1=C(C=CC=2C3=CC=CC=C3CC12)C(CCCC=C)O (1-(9H-Fluoren-2-yl)-hex-5-en-1-ol). As a reaction SMILES: [CH:1]1[C:13]2[CH2:12][C:11]3[C:6](=[CH:7][CH:8]=[CH:9][CH:10]=3)[C:5]=2[CH:4]=[CH:3][C:2]=1[CH:14]=[O:15].Br[CH2:17][CH2:18][CH2:19][CH:20]=[CH2:21].[Mg]>C(OCC)C.COCCOCCOC.C(Cl)Cl>[CH:1]1[C:13]2[CH2:12][C:11]3[C:6](=[CH:7][CH:8]=[CH:9][CH:10]=3)[C:5]=2[CH:4]=[CH:3][C:2]=1[CH:14]([OH:15])[CH2:21][CH2:20][CH2:19][CH:18]=[CH2:17]. Procedure details: 2-Fluorenecarboxaldehyde (3 g) was dissolved in a mixture of anhydrous diethyl ether (30 ml) and anhydrous diglyme (5 ml) and was reacted with a grignard prepared from 5-bromopentene and magnesium, as described for example 23. The mixture was stirred for 30 min and a precipitate filtered off and washed with diethyl ether to give a white powder. The powder was dissolved in DCM and washed with saturated NH4Cl and water. Evaporation gave an oil which rapidly solidified. Column chromatography gave t...